The task is: describe an organic reaction: reactants, conditions, products, and yield. This data is from the Open Reaction Database (ORD), a public repository of structured organic reaction records. The reactants are ClCC(=O)OCC (ethyl chloroacetate), C(C)(C)(C)C1=CC=C(C=C1)C1=NC(=NC(=N1)C1=CC=C(C=C1)C(C)(C)C)C1=C(C=C(C=C1)O)O (2,4-bis(4-tert-butylphenyl)-6-(2,4-dihydroxyphenyl)-1,3,5-triazine), C([O-])([O-])=O.[K+].[K+] (potassium carbonate), [I-].[K+] (potassium iodide). Solvent: CC(=O)C (acetone). The product is C(C)(C)(C)C1=CC=C(C=C1)C1=NC(=NC(=N1)C1=CC=C(C=C1)C(C)(C)C)C1=C(C=C(C=C1)OCC(=O)OCC)O (2,4-bis(4-tert-butylphenyl)-6-(2-hydroxy-4-ethoxycarbonylmethoxyphenyl)-1,3,5-triazine). The yield is 75.0%. Reaction SMILES: [C:1]([C:5]1[CH:10]=[CH:9][C:8]([C:11]2[N:16]=[C:15]([C:17]3[CH:22]=[CH:21][C:20]([C:23]([CH3:26])([CH3:25])[CH3:24])=[CH:19][CH:18]=3)[N:14]=[C:13]([C:27]3[CH:32]=[CH:31][C:30]([OH:33])=[CH:29][C:28]=3[OH:34])[N:12]=2)=[CH:7][CH:6]=1)([CH3:4])([CH3:3])[CH3:2].C(=O)([O-])[O-].[K+].[K+].[I-].[K+].Cl[CH2:44][C:45]([O:47][CH2:48][CH3:49])=[O:46]>CC(C)=O>[C:23]([C:20]1[CH:21]=[CH:22][C:17]([C:15]2[N:16]=[C:11]([C:8]3[CH:7]=[CH:6][C:5]([C:1]([CH3:2])([CH3:3])[CH3:4])=[CH:10][CH:9]=3)[N:12]=[C:13]([C:27]3[CH:32]=[CH:31][C:30]([O:33][CH2:44][C:45]([O:47][CH2:48][CH3:49])=[O:46])=[CH:29][C:28]=3[OH:34])[N:14]=2)=[CH:18][CH:19]=1)([CH3:26])([CH3:25])[CH3:24] |f:1.2.3,4.5|. Procedure details: To a stirred mixture of 14 g of 2,4-bis(4-tert-butylphenyl)-6-(2,4-dihydroxyphenyl)-1,3,5-triazine, 10.8 g of anhydrous potassium carbonate, 0.47 g of potassium iodide, and 90 mL of acetone was added 3.7 mL (4,2 g) of ethyl chloroacetate. The mixture was stirred at reflux for 3 hr, and then cooled to room temperature. The solids were removed by filtration and washed with methylene chloride. The product was crystallized from the combined filtrate, washed with cold acetone, and dried in vacuo to g...